Dataset: the Open Reaction Database (ORD), a public repository of structured organic reaction records. Task: describe an organic reaction: reactants, conditions, products, and yield Starting materials: [OH-].[Na+] (NaOH), [O-]S(=O)(=O)[O-].[Mg+2] (MgSO4), C1(CCC1)=O (cyclobutanone), N1(CCNCCC1)C(=O)[C@@H]1N(C[C@@H](C1)O)C(C)=O ((2R,4R)1-[2-([1,4]diazepane-1-carbonyl)-4-hydroxy-pyrrolidin-1-yl]-ethanone), C(C)(=O)O[BH-](OC(C)=O)OC(C)=O.[Na+] (Sodium triacetoxyborohydride). The solvent is ClC(C)Cl (dichloroethane). Reaction conditions: time 14 hour. The product is C1(CCC1)N1CCN(CCC1)C(=O)[C@@H]1N(C[C@@H](C1)O)C(C)=O ((2R,4R)-1-[2-(4-Cyclobutyl-[1,4]diazepane-1-carbonyl)-4-hydroxy-pyrrolidin-1-yl]-ethanone). Isolated yield 63.9%. Reaction SMILES: [C:1]1(=O)[CH2:4][CH2:3][CH2:2]1.[N:6]1([C:13]([C@H:15]2[CH2:19][C@@H:18]([OH:20])[CH2:17][N:16]2[C:21](=[O:23])[CH3:22])=[O:14])[CH2:12][CH2:11][CH2:10][NH:9][CH2:8][CH2:7]1.C(O[BH-](OC(=O)C)OC(=O)C)(=O)C.[Na+].[OH-].[Na+].[O-]S([O-])(=O)=O.[Mg+2]>ClC(Cl)C>[CH:1]1([N:9]2[CH2:10][CH2:11][CH2:12][N:6]([C:13]([C@H:15]3[CH2:19][C@@H:18]([OH:20])[CH2:17][N:16]3[C:21](=[O:23])[CH3:22])=[O:14])[CH2:7][CH2:8]2)[CH2:4][CH2:3][CH2:2]1 |f:2.3,4.5,6.7|. Procedure: A solution of cyclobutanone (137 mL, 1.83 mol) and (2R,4R)1-[2-([1,4]diazepane-1-carbonyl)-4-hydroxy-pyrrolidin-1-yl]-ethanone (358 g, 1.4 mol) in dichloroethane (3.7 L) was stirred for 1 h at rt. Sodium triacetoxyborohydride (422.4 g, 1.99 mol) was then added in 4 portions over 2 h. The mixture was stirred for 14 h and then NaOH(aq) (50 wt %, 210 mL) was added. The mixture was stirred for 2 h and then MgSO4 (264 g) was added. After an additional 1.5 h of stirring, the mixture was filtered and t... Starting materials: [Si](C1=CC=CC=C1)(C1=CC=CC=C1)(C(C)(C)C)OCCCC1=CC=C(OCC(COC2=CC=C(C=C2)C(=O)OC(C)(C)C)O)C=C1 (3-[4-[3-(tert-butyldiphenylsilyloxy)propyl]phenoxy]-1-[4-(tert-butoxy carbonyl)phenoxy]-2-propanol), CC(=O)OI1(C2=CC=CC=C2C(=O)O1)(OC(=O)C)OC(=O)C (1,1,1-triacetoxy-1,1-dihydro-1,2-benziodoxol-3(1H)-one). The solvent is C(C)(=O)OCC (ethyl acetate), ClCCl (dichloromethane). Run at temperature 22 celsius, time 18 hour. Product: [Si](C1=CC=CC=C1)(C1=CC=CC=C1)(C(C)(C)C)OCCCC1=CC=C(OCC(COC2=CC=C(C=C2)C(=O)OC(C)(C)C)=O)C=C1 (3-[4-[3-(tert-Butyldiphenylsilyloxy)propyl]phenoxy]-1-[4-(tert-butoxycarbonyl)phenoxy]-2-propanone). The yield is 87.7%. RXN SMILES: [Si:1]([O:18][CH2:19][CH2:20][CH2:21][C:22]1[CH:46]=[CH:45][C:25]([O:26][CH2:27][CH:28]([OH:44])[CH2:29][O:30][C:31]2[CH:36]=[CH:35][C:34]([C:37]([O:39][C:40]([CH3:43])([CH3:42])[CH3:41])=[O:38])=[CH:33][CH:32]=2)=[CH:24][CH:23]=1)([C:14]([CH3:17])([CH3:16])[CH3:15])([C:8]1[CH:13]=[CH:12][CH:11]=[CH:10][CH:9]=1)[C:2]1[CH:7]=[CH:6][CH:5]=[CH:4][CH:3]=1.CC(OI1(OC(C)=O)(OC(C)=O)OC(=O)C2C1=CC=CC=2)=O>ClCCl.C(OCC)(=O)C>[Si:1]([O:18][CH2:19][CH2:20][CH2:21][C:22]1[CH:23]=[CH:24][C:25]([O:26][CH2:27][C:28](=[O:44])[CH2:29][O:30][C:31]2[CH:36]=[CH:35][C:34]([C:37]([O:39][C:40]([CH3:43])([CH3:42])[CH3:41])=[O:38])=[CH:33][CH:32]=2)=[CH:45][CH:46]=1)([C:14]([CH3:17])([CH3:15])[CH3:16])([C:2]1[CH:7]=[CH:6][CH:5]=[CH:4][CH:3]=1)[C:8]1[CH:13]=[CH:12][CH:11]=[CH:10][CH:9]=1. Procedure: A solution of 3-[4-[3-(tert-butyldiphenylsilyloxy)propyl]phenoxy]-1-[4-(tert-butoxy carbonyl)phenoxy]-2-propanol (2.08 g, 3.25 mmol) in dichloromethane (120 ml) was treated with 1,1,1-triacetoxy-1,1-dihydro-1,2-benziodoxol-3(1H)-one (Dess-Martin periodinane) (5.46 g, 12.9 mmol) and the resulting mixture was stirred at 22° C. for 18 hours. The reaction mixture was then diluted with ethyl acetate, washed with 10% aqueous sodium thiosulfate, saturated sodium bicarbonate, brine and dried (magnesium ...